The task is: describe an organic reaction: reactants, conditions, products, and yield. This data is from the Open Reaction Database (ORD), a public repository of structured organic reaction records. Reactants: CC(C)(C)c1cc(C=Cc2ccccc2OCC2CO2)on1, NC1CC1. The product is CC(C)(C)c1cc(C=Cc2ccccc2OCC(O)CNC2CC2)on1. Reaction SMILES: [C:1]([CH3:2])([CH3:3])([CH3:4])[c:5]1[n:6][o:7][c:8]([CH:10]=[CH:11][c:12]2[c:13]([O:18][CH2:19][CH:20]3[CH2:21][O:22]3)[cH:14][cH:15][cH:16][cH:17]2)[cH:9]1.[CH:23]1([NH2:26])[CH2:24][CH2:25]1>>[C:1]([CH3:2])([CH3:3])([CH3:4])[c:5]1[n:6][o:7][c:8]([CH:10]=[CH:11][c:12]2[c:13]([O:18][CH2:19][CH:20]([CH2:21][NH:26][CH:23]3[CH2:24][CH2:25]3)[OH:22])[cH:14][cH:15][cH:16][cH:17]2)[cH:9]1.